Dataset: the Open Reaction Database (ORD), a public repository of structured organic reaction records. Task: describe an organic reaction: reactants, conditions, products, and yield Starting materials: [Br-], C1CCOC1, CCCC[N+](CCCC)(CCCC)CCCC, CN(C)CCCCl, CN1CCN(C)C1=O, COC(C)(C)C, N#Cc1ccc2c(c1)COC2c1ccc(F)cc1, [H-], [Na+], O. Product: CN(C)CCCC1(c2ccc(F)cc2)OCc2cc(C#N)ccc21. As a reaction SMILES: [Br-:41].[CH2:36]1[O:37][CH2:38][CH2:39][CH2:40]1.[CH2:42]([N+:43]([CH2:44][CH2:45][CH2:46][CH3:47])([CH2:48][CH2:49][CH2:50][CH3:51])[CH2:52][CH2:53][CH2:54][CH3:55])[CH2:56][CH2:57][CH3:58].[CH3:21][N:22]([CH2:23][CH2:24][CH2:25][Cl:26])[CH3:27].[CH3:28][N:29]1[CH2:30][CH2:31][N:32]([CH3:33])[C:34]1=[O:35].[CH3:59][O:60][C:61]([CH3:62])([CH3:63])[CH3:64].[F:3][c:4]1[cH:5][cH:6][c:7]([CH:10]2[O:11][CH2:12][c:13]3[cH:14][c:15]([C:19]#[N:20])[cH:16][cH:17][c:18]32)[cH:8][cH:9]1.[H-:1].[Na+:2].[OH2:65]>>[F:3][c:4]1[cH:5][cH:6][c:7]([C:10]2([CH2:25][CH2:24][CH2:23][N:22]([CH3:21])[CH3:27])[O:11][CH2:12][c:13]3[cH:14][c:15]([C:19]#[N:20])[cH:16][cH:17][c:18]32)[cH:8][cH:9]1. The reactants are ClC=1C2=C(N=C(N1)NCCCN(CC)CC)N(C(C=C2)=O)C2=C(C=CC=C2F)F (4-chloro-2-{[3-(diethylamino)propyl]amino}-8-(2,6-difluorophenyl)pyrido[2,3-d]pyrimidin-7(8H)-one), FC=1C=C(C(=O)OC(C)(C)C)C=C(C1C)B1OC(C(O1)(C)C)(C)C (1,1-dimethylethyl 3-fluoro-4-methyl-5-(4,4,5,5-tetramethyl-1,3,2-dioxaborolan-2-yl)benzoate), C([O-])([O-])=O.[K+].[K+] (potassium carbonate). Reagents/catalysts: [Pd].C1(=CC=CC=C1)P(C1=CC=CC=C1)C1=CC=CC=C1.C1(=CC=CC=C1)P(C1=CC=CC=C1)C1=CC=CC=C1.C1(=CC=CC=C1)P(C1=CC=CC=C1)C1=CC=CC=C1.C1(=CC=CC=C1)P(C1=CC=CC=C1)C1=CC=CC=C1 (tetrakis(triphenylphosphine)-palladium(0)). The solvent is O1CCOCC1 (dioxane), O (water). Conditions: temperature 150 celsius. Product: C(C)N(CCCNC=1N=C(C2=C(N1)N(C(C=C2)=O)C2=C(C=CC=C2F)F)C=2C=C(C(=O)NC(C)C)C=C(C2C)F)CC (3-[2-{[3-(diethylamino)propyl]amino}-8-(2,6-difluorophenyl)-7-oxo-7,8-dihydropyrido[2,3-d]pyrimidin-4-yl]-5-fluoro-4-methyl-N-(1-methylethyl)benzamide). Reaction SMILES: Cl[C:2]1[C:3]2[CH:20]=[CH:19][C:18](=[O:21])[N:17]([C:22]3[C:27]([F:28])=[CH:26][CH:25]=[CH:24][C:23]=3[F:29])[C:4]=2[N:5]=[C:6]([NH:8][CH2:9][CH2:10][CH2:11][N:12]([CH2:15][CH3:16])[CH2:13][CH3:14])[N:7]=1.[F:30][C:31]1[CH:32]=[C:33]([CH:41]=[C:42](B2OC(C)(C)C(C)(C)O2)[C:43]=1[CH3:44])[C:34]([O:36]C(C)(C)C)=O.C(=O)([O-])[O-].[K+].[K+]>O1CCOCC1.O.[Pd].C1(P(C2C=CC=CC=2)C2C=CC=CC=2)C=CC=CC=1.C1(P(C2C=CC=CC=2)C2C=CC=CC=2)C=CC=CC=1.C1(P(C2C=CC=CC=2)C2C=CC=CC=2)C=CC=CC=1.C1(P(C2C=CC=CC=2)C2C=CC=CC=2)C=CC=CC=1>[CH2:13]([N:12]([CH2:15][CH3:16])[CH2:11][CH2:10][CH2:9][NH:8][C:6]1[N:7]=[C:2]([C:42]2[CH:41]=[C:33]([CH:32]=[C:31]([F:30])[C:43]=2[CH3:44])[C:34]([NH:17][CH:22]([CH3:27])[CH3:23])=[O:36])[C:3]2[CH:20]=[CH:19][C:18](=[O:21])[N:17]([C:22]3[C:27]([F:28])=[CH:26][CH:25]=[CH:24][C:23]=3[F:29])[C:4]=2[N:5]=1)[CH3:14] |f:2.3.4,7.8.9.10.11|. Procedure: To the compound 4-chloro-2-{[3-(diethylamino)propyl]amino}-8-(2,6-difluorophenyl)pyrido[2,3-d]pyrimidin-7(8H)-one (600 mg, 1.422 mmol) in dioxane (15 mL) and water (5 mL) were added 1,1-dimethylethyl 3-fluoro-4-methyl-5-(4,4,5,5-tetramethyl-1,3,2-dioxaborolan-2-yl)benzoate (542 mg, 2.132 mol), potassium carbonate (590 mg, 4.26 mmol) and tetrakis(triphenylphosphine)-palladium(0) (82 mg, 0.071 mmol). The mixture was heated with microwave at 150° C. for 15 minutes. The mixture was filtered. Separat... Reactants: FC1=CC=CC(=C1C1=CC(=CC=C1)C)[C@@](CCCCOC)(O)[C@H]1CN(CCO1)C(=O)OC(C)(C)C ((R)-tert-butyl 2-((R)-1-(6-fluoro-3′-methylbiphenyl-2-yl)-1-hydroxy-5-methoxypentyl)morpholine-4-carboxylate), CC[N+](CC)(CC)S(=O)(=O)N=C([O-])OC (Burgess' reagent). Run in C1(=CC=CC=C1)C (toluene), CCOC(=O)C (EtOAc). The product is FC1=CC=CC(=C1C1=CC(=CC=C1)C)C(=CCCCOC)[C@H]1CN(CCO1)C(=O)OC(C)(C)C ((S)-tert-butyl 2-(1-(6-fluoro-3′-methylbiphenyl-2-yl)-5-methoxypent-1-enyl)morpholine-4-carboxylate). Yield: 72.6%. RXN SMILES: [F:1][C:2]1[C:7]([C:8]2[CH:13]=[CH:12][CH:11]=[C:10]([CH3:14])[CH:9]=2)=[C:6]([C@:15]([C@@H:23]2[O:28][CH2:27][CH2:26][N:25]([C:29]([O:31][C:32]([CH3:35])([CH3:34])[CH3:33])=[O:30])[CH2:24]2)(O)[CH2:16][CH2:17][CH2:18][CH2:19][O:20][CH3:21])[CH:5]=[CH:4][CH:3]=1.CC[N+](S(N=C(OC)[O-])(=O)=O)(CC)CC>C1(C)C=CC=CC=1.CCOC(C)=O>[F:1][C:2]1[C:7]([C:8]2[CH:13]=[CH:12][CH:11]=[C:10]([CH3:14])[CH:9]=2)=[C:6]([C:15]([C@@H:23]2[O:28][CH2:27][CH2:26][N:25]([C:29]([O:31][C:32]([CH3:35])([CH3:34])[CH3:33])=[O:30])[CH2:24]2)=[CH:16][CH2:17][CH2:18][CH2:19][O:20][CH3:21])[CH:5]=[CH:4][CH:3]=1. Procedure: A mixture of (R)-tert-butyl 2-((R)-1-(6-fluoro-3′-methylbiphenyl-2-yl)-1-hydroxy-5-methoxypentyl)morpholine-4-carboxylate (188 mg, 0.39 mmol) and Burgess' reagent (186 mg, 0.78 mmol) in toluene (3 mL) was heated to reflux under a N2 atmosphere for 2 h, then cooled to rt and diluted with EtOAc, washed with H2O and brine, dried over Na2SO4, filtered and evaporated. The residue was purified by flash chromatography to give (S)-tert-butyl 2-(1-(6-fluoro-3′-methylbiphenyl-2-yl)-5-methoxypent-1-enyl)mo... The reactants are COC=1C=C2C=C(N=CC2=C(C1)OC)C1=CC(=C(C(=C1)C)O)C (4-(6,8-dimethoxyisoquinolin-3-yl)-2,6-dimethylphenol), OCCN1CCOCC1 (4-(2-hydroxyethyl)morpholine), C(C)(C)N(C(C)C)CC (N,N-diisopropylethylamine), CCOC(=O)/N=N/C(=O)OCC (diethylazodicarboxylate). Solvent: C1CCOC1 (THF), C(C)(=O)OCC (ethyl acetate). Reaction conditions: time 8 hour. Yields the product CC=1C=C(C=C(C1OCCN1CCOCC1)C)C=1N=CC2=C(C=C(C=C2C1)OC)OC (3-[3,5-dimethyl-4-(2-morpholin-4-ylethoxy)phenyl]-6,8-dimethoxyisoquinoline). Isolated yield 63.9%. Reaction SMILES: [CH3:1][O:2][C:3]1[CH:4]=[C:5]2[C:10](=[C:11]([O:13][CH3:14])[CH:12]=1)[CH:9]=[N:8][C:7]([C:15]1[CH:20]=[C:19]([CH3:21])[C:18]([OH:22])=[C:17]([CH3:23])[CH:16]=1)=[CH:6]2.O[CH2:25][CH2:26][N:27]1[CH2:32][CH2:31][O:30][CH2:29][CH2:28]1.C(N(CC)C(C)C)(C)C.CCOC(/N=N/C(OCC)=O)=O>C1COCC1.C(OCC)(=O)C>[CH3:23][C:17]1[CH:16]=[C:15]([C:7]2[N:8]=[CH:9][C:10]3[C:5]([CH:6]=2)=[CH:4][C:3]([O:2][CH3:1])=[CH:12][C:11]=3[O:13][CH3:14])[CH:20]=[C:19]([CH3:21])[C:18]=1[O:22][CH2:25][CH2:26][N:27]1[CH2:32][CH2:31][O:30][CH2:29][CH2:28]1. Procedure details: To a solution of 4-(6,8-dimethoxyisoquinolin-3-yl)-2,6-dimethylphenol (0.309 g, 1.0 mol) in anhydrous THF (20 mL), triphenyl phosphene (0.52 g, 2.0 mmol), 4-(2-hydroxyethyl)morpholine (0.262 g, 2.0 mmol) and N,N-diisopropylethylamine (0.387 g, 3.0 mmol) were added. To this stirred solution was added diethylazodicarboxylate (0.348 g, 2.0 mmol). The reaction mixture was stirred at room temperature overnight under nitrogen, then diluted with ethyl acetate (100 mL). The organic layer was washed with... Yield: 98.7%. Run at time 2.5 day. Run in C(Cl)Cl (methylene chloride). Yields the product C(CCCCCCCCCCCCC)OC=1C=C(C(=O)Cl)C=CC1OCCCCCCCCCCCCCC (3,4-Bis(tetradecyloxy)benzoyl chloride). Procedure details: To a room temperature solution of 5.0 g of product from Example 104 in 80 ml of methylene chloride and 5 drops of dimethylformamide is added 1.74 g of oxalyl chloride. The reaction is stirred at room temperature for 2.5 days and concentrated in vacuo. The residue is dissolved in diethyl ether, passed through a pad of diatomaceous earth and concentrated in vacuo to give 5.1 g of the desired product as colorless crystals. Reactants: C(CCCCCCCCCCCCC)OC=1C=C(C(=O)O)C=CC1OCCCCCCCCCCCCCC (3,4-Bis(tetradecyloxy)benzoic acid), C(C(=O)Cl)(=O)Cl (oxalyl chloride). RXN SMILES: [CH2:1]([O:15][C:16]1[CH:17]=[C:18]([CH:22]=[CH:23][C:24]=1[O:25][CH2:26][CH2:27][CH2:28][CH2:29][CH2:30][CH2:31][CH2:32][CH2:33][CH2:34][CH2:35][CH2:36][CH2:37][CH2:38][CH3:39])[C:19](O)=[O:20])[CH2:2][CH2:3][CH2:4][CH2:5][CH2:6][CH2:7][CH2:8][CH2:9][CH2:10][CH2:11][CH2:12][CH2:13][CH3:14].C(Cl)(=O)C([Cl:43])=O>C(Cl)Cl.CN(C)C=O>[CH2:1]([O:15][C:16]1[CH:17]=[C:18]([CH:22]=[CH:23][C:24]=1[O:25][CH2:26][CH2:27][CH2:28][CH2:29][CH2:30][CH2:31][CH2:32][CH2:33][CH2:34][CH2:35][CH2:36][CH2:37][CH2:38][CH3:39])[C:19]([Cl:43])=[O:20])[CH2:2][CH2:3][CH2:4][CH2:5][CH2:6][CH2:7][CH2:8][CH2:9][CH2:10][CH2:11][CH2:12][CH2:13][CH3:14]. The reagents and catalysts are CN(C=O)C (dimethylformamide). The reactants are FC1=CC=C(CN(C2=NC=CC=C2)CCN(CCCCN)C)C=C1 (N-[2-[N-(4-fluorobenzyl)-N-(2-pyridyl)amino]ethyl]-N-methyl-1,4-butanediamine), C(#N)NC(OC1=CC=CC=C1)=NCCSCC=1N=C(SC1)NC(=N)N (N-cyano-N'-[2-[[(2-guanidino-4-thiazolyl)methyl]thio]ethyl]-O-phenyl-isourea). Yields the product C(#N)NC(=NCCSCC=1N=C(SC1)NC(=N)N)NCCCCN(C)CCN(C1=NC=CC=C1)CC1=CC=C(C=C1)F (N-cyano-N'-[4-[N-[2-[N-(4-fluorobenzyl)-N-(2-pyridyl)amino]ethyl]-N-methylamino]butyl]-N"-[2-[[(2-guanidino-4-thiazolyl)methyl]thio]ethyl]guanidine). Reaction SMILES: [F:1][C:2]1[CH:24]=[CH:23][C:5]([CH2:6][N:7]([CH2:14][CH2:15][N:16]([CH3:22])[CH2:17][CH2:18][CH2:19][CH2:20][NH2:21])[C:8]2[CH:13]=[CH:12][CH:11]=[CH:10][N:9]=2)=[CH:4][CH:3]=1.[C:25]([NH:27][C:28](=[N:36][CH2:37][CH2:38][S:39][CH2:40][C:41]1[N:42]=[C:43]([NH:46][C:47]([NH2:49])=[NH:48])[S:44][CH:45]=1)OC1C=CC=CC=1)#[N:26]>>[C:25]([NH:27][C:28]([NH:21][CH2:20][CH2:19][CH2:18][CH2:17][N:16]([CH2:15][CH2:14][N:7]([CH2:6][C:5]1[CH:23]=[CH:24][C:2]([F:1])=[CH:3][CH:4]=1)[C:8]1[CH:13]=[CH:12][CH:11]=[CH:10][N:9]=1)[CH3:22])=[N:36][CH2:37][CH2:38][S:39][CH2:40][C:41]1[N:42]=[C:43]([NH:46][C:47]([NH2:49])=[NH:48])[S:44][CH:45]=1)#[N:26]. Procedure: Preparation is effected analogously to Example 1, using 0.33 g (1.0 mmol) of N-[2-[N-(4-fluorobenzyl)-N-(2-pyridyl)amino]ethyl]-N-methyl-1,4-butanediamine and the equimolar amount of N-cyano-N'-[2-[[(2-guanidino-4-thiazolyl)methyl]thio]ethyl]-O-phenyl-isourea as starting materials. Working up by chromatography analogously to Example 1 yields the purified title compound in the form of a viscous oil; MS (+FAB method): m/z (rel. int. [%])=612 ([M+H]+, 49), 229 (100); IR (KBr): 2165 cm-1 (C≡N). For ... Starting materials: C(C)(=O)NCC(=O)C1=C(C(=CC=C1)Cl)Cl (N-acetyl-2,3-dichlorophenacylamine), ( a ). Run in Cl (hydrochloric acid). Product: Cl.ClC1=C(C(CN)=O)C=CC=C1Cl (2,3-dichlorophenacylamine hydrochloride). Reaction SMILES: C([NH:4][CH2:5][C:6]([C:8]1[CH:13]=[CH:12][CH:11]=[C:10]([Cl:14])[C:9]=1[Cl:15])=[O:7])(=O)C>Cl>[ClH:14].[Cl:15][C:9]1[C:10]([Cl:14])=[CH:11][CH:12]=[CH:13][C:8]=1[C:6](=[O:7])[CH2:5][NH2:4] |f:2.3|. Procedure: 50.0 g of the N-acetyl-2,3-dichlorophenacylamine obtained in (a) are heated for 2 hours under reflux in 500 ml of hydrochloric acid. The slightly turbid reaction solution is concentrated by evaporation and the residue is digested with ethyl acetate. The crystalline 2,3-dichlorophenacylamine hydrochloride is isolated by filtration and dried. Melting point: 217°-218° C. IR (solid/KBr) in cm-1 : 1695 (CO). (Another crystal modification shows two carbonyl resonance bands at 1690 and 1705 cm-1). 1H-N...